From a dataset of the Open Reaction Database (ORD), a public repository of structured organic reaction records. describe an organic reaction: reactants, conditions, products, and yield The reactants are C1CCOC1, CC1CCNCC1, Cc1ccccc1, O=C(Cl)Cl, Oc1n[nH]c2ccccc12. Product: CC1CCN(C(=O)Oc2n[nH]c3ccccc23)CC1. As a reaction SMILES: [CH2:22]1[O:23][CH2:24][CH2:25][CH2:26]1.[CH3:15][CH:16]1[CH2:17][CH2:18][NH:19][CH2:20][CH2:21]1.[CH3:27][c:28]1[cH:29][cH:30][cH:31][cH:32][cH:33]1.[Cl:11][C:12]([Cl:13])=[O:14].[nH:1]1[n:2][c:3]([OH:10])[c:4]2[cH:5][cH:6][cH:7][cH:8][c:9]12>>[nH:1]1[n:2][c:3]([O:10][C:12](=[O:14])[N:19]2[CH2:18][CH2:17][CH:16]([CH3:15])[CH2:21][CH2:20]2)[c:4]2[cH:5][cH:6][cH:7][cH:8][c:9]12.